This data is from the Open Reaction Database (ORD), a public repository of structured organic reaction records. The task is: describe an organic reaction: reactants, conditions, products, and yield Reactants: C[O-], CO, CSc1nc(Cl)c2c(n1)CCC2, [Na+]. Yields the product COc1nc(SC)nc2c1CCC2. As a reaction SMILES: [CH3:13][O-:14].[CH3:16][OH:17].[Cl:1][c:2]1[n:3][c:4]([S:11][CH3:12])[n:5][c:6]2[c:7]1[CH2:8][CH2:9][CH2:10]2.[Na+:15]>>[c:2]1([O:14][CH3:13])[n:3][c:4]([S:11][CH3:12])[n:5][c:6]2[c:7]1[CH2:8][CH2:9][CH2:10]2. Run in S(=O)(=O)([O-])S(=O)[O-].[Na+].[Na+] (sodium metabisulfite), CF2ClCFCl2. As a reaction SMILES: [N:1]1[C:10]2[C:5](=[CH:6][CH:7]=[CH:8][CH:9]=2)[N:4]=[CH:3][CH:2]=1.II.[F:13]F.C(=O)(O)[O-].[Na+]>S(S([O-])=O)([O-])(=O)=O.[Na+].[Na+]>[F:13][C:2]1[CH:3]=[N:4][C:5]2[C:10](=[CH:9][CH:8]=[CH:7][CH:6]=2)[N:1]=1 |f:3.4,5.6.7|. Reported procedure: A solution containing quinoxaline (15.6 g), 120 mmol) and iodine (30.5 g, 120 mmol) in CF2ClCFCl2 (150 ml) was placed in a fluorination apparatus fitted with a drying tube filled with soda lime. Elemental fluorine (165 mmol) as a 10% mixture in nitrogen was then passed through the stirred solution using narrow bore PTFE tubing at ca. 40 ml/min. After the fluorine had been added the solution was poured into 10% aqueous sodium metabisulfite solution (300 ml), neutralised with sodium bicarbonate an... The reactants are mixture, FF (fluorine), C([O-])(O)=O.[Na+] (sodium bicarbonate), N1=CC=NC2=CC=CC=C12 (quinoxaline), II (iodine), FF (fluorine), lime, PTFE. Yields the product FC1=NC2=CC=CC=C2N=C1 (2-fluoroquinoxaline). Reactants: C1NCCN2C1C1=C(CC3=C2C=CC=C3)C=CC=C1 (1,2,3,4,10,14b-hexahydrodibenzo[c,f]pyrazino[1,2-a]azepine), ClCCOCC(=O)OCC (ethyl 2-chloroethoxyacetate), C([O-])([O-])=O.[Na+].[Na+] (sodium carbonate), [I-].[Na+] (sodium iodide). Run in CC(CC(C)=O)C (4-methyl-2-pentanone). Yields the product C1N(CCN2C1C1=C(CC3=C2C=CC=C3)C=CC=C1)CCOCC(=O)OCC (Ethyl 2-(1,2,3,4,10,14b-hexahydrodibenzo[c,f]pyrazino-[1,2-a]azepin-2-yl)ethoxyacetate). Yield: 84.2%. RXN SMILES: [CH2:1]1[CH:6]2[C:7]3[CH:19]=[CH:18][CH:17]=[CH:16][C:8]=3[CH2:9][C:10]3[CH:15]=[CH:14][CH:13]=[CH:12][C:11]=3[N:5]2[CH2:4][CH2:3][NH:2]1.Cl[CH2:21][CH2:22][O:23][CH2:24][C:25]([O:27][CH2:28][CH3:29])=[O:26].C(=O)([O-])[O-].[Na+].[Na+].[I-].[Na+]>CC(C)CC(=O)C>[CH2:1]1[CH:6]2[C:7]3[CH:19]=[CH:18][CH:17]=[CH:16][C:8]=3[CH2:9][C:10]3[CH:15]=[CH:14][CH:13]=[CH:12][C:11]=3[N:5]2[CH2:4][CH2:3][N:2]1[CH2:21][CH2:22][O:23][CH2:24][C:25]([O:27][CH2:28][CH3:29])=[O:26] |f:2.3.4,5.6|. Reported procedure: 2.5g of 1,2,3,4,10,14b-hexahydrodibenzo[c,f]pyrazino[1,2-a]azepine, 2.4 g of ethyl 2-chloroethoxyacetate (prepared as described in Preparation 1 or 2), 3.82 g of sodium carbonate and 0.14 g of sodium iodide were added to 80 ml of 4-methyl-2-pentanone, and the mixture was heated under reflux for 18 hours. At the end of this time, it was filtered, and the solvent was removed from the filtrate by distillation under reduced pressure. The residue was subjected to column chromatography through silica ...